Dataset: the Open Reaction Database (ORD), a public repository of structured organic reaction records. Task: describe an organic reaction: reactants, conditions, products, and yield Starting materials: C(O)([O-])=O.[K+] (Potassium hydrogen carbonate), IC=1C=C(C=CC1C)C(N)=N (3-iodo-4-methylbenzenecarboximidamide), ClCC(C)=O (1-chloropropan-2-one). Solvent: O1CCCC1 (tetrahydrofuran), O (water), O1CCCC1 (tetrahydrofuran). Product: IC=1C=C(C=CC1C)C=1NC(=CN1)C (2-(3-Iodo-4-methylphenyl)-5-methyl-1H-imidazole). Yield: 80.8%. Reaction SMILES: C(=O)([O-])O.[K+].[I:6][C:7]1[CH:8]=[C:9]([C:14](=[NH:16])[NH2:15])[CH:10]=[CH:11][C:12]=1[CH3:13].Cl[CH2:18][C:19](=O)[CH3:20]>O1CCCC1.O>[I:6][C:7]1[CH:8]=[C:9]([C:14]2[NH:15][C:19]([CH3:20])=[CH:18][N:16]=2)[CH:10]=[CH:11][C:12]=1[CH3:13] |f:0.1|. Reported procedure: Potassium hydrogen carbonate (0.204 g, 2.0 mmol) was added to a solution of 3-iodo-4-methylbenzenecarboximidamide (preparation 59a, 0.53 g, 0.54 mmol) in tetrahydrofuran (5 mL) and water (1 mL) and the mixture was heated to reflux. Then 1-chloropropan-2-one (0.16 mL, 2.1 mmol) in tetrahydrofuran (2.50 mL) was added dropwise over 20 min and the mixture was refluxed overnight. The mixture was evaporated and the residue purified by flash chromatography (2:1 hexanes/ethyl acetate) to give the title ... Reactants: C(C)(C)C1=C(C(=CC=C1)C(C)C)NS(=O)(=O)CC(=O)NC=1N=NN(N1)CCCCCCCCCCCC (2-(2,6-Diisopropyl-phenylsulfamoyl)-N-(dodecyl-2-H-tetrazol-5-yl)-acetamide), C(CCCCC)N (N-hexylamine). The product is C(C)(C)C1=C(C(=CC=C1)C(C)C)NS(=O)(=O)CC(=O)NCCCCCC (2-(2,6-Diisopropylphenylsulfamoyl)-N-hexyl-acetamide). As a reaction SMILES: [CH:1]([C:4]1[CH:9]=[CH:8][CH:7]=[C:6]([CH:10]([CH3:12])[CH3:11])[C:5]=1[NH:13][S:14]([CH2:17][C:18]([NH:20][C:21]1N=NN(CCCCCCCCCCCC)N=1)=[O:19])(=[O:16])=[O:15])([CH3:3])[CH3:2].[CH2:38](N)[CH2:39][CH2:40][CH2:41][CH2:42]C>>[CH:10]([C:6]1[CH:7]=[CH:8][CH:9]=[C:4]([CH:1]([CH3:2])[CH3:3])[C:5]=1[NH:13][S:14]([CH2:17][C:18]([NH:20][CH2:21][CH2:38][CH2:39][CH2:40][CH2:41][CH3:42])=[O:19])(=[O:16])=[O:15])([CH3:11])[CH3:12]. Procedure details: This compound was prepared in the same manner as for the title compound of Example 2, except that 2-DAT was replaced with N-hexylamine, mp 125°-127° C. Reactants: CC(=O)Cl, ClCCl, O=S(=O)(c1ccccc1)c1ccc(O)cc1, c1ccncc1. The product is CC(=O)Oc1ccc(S(=O)(=O)c2ccccc2)cc1. RXN SMILES: [CH3:23][C:24]([Cl:25])=[O:26].[Cl:27][CH2:28][Cl:29].[c:1]1([S:7](=[O:8])(=[O:9])[c:10]2[cH:11][cH:12][c:13]([OH:16])[cH:14][cH:15]2)[cH:2][cH:3][cH:4][cH:5][cH:6]1.[cH:17]1[cH:18][cH:19][n:20][cH:21][cH:22]1>>[c:1]1([S:7](=[O:8])(=[O:9])[c:10]2[cH:11][cH:12][c:13]([O:16][C:24]([CH3:23])=[O:26])[cH:14][cH:15]2)[cH:2][cH:3][cH:4][cH:5][cH:6]1. Starting materials: CCCCCCCCCCCC(=O)Cl, Cc1c2c(nc3ccccc13)CCNCC2, c1ccncc1. Product: CCCCCCCCCCCC(=O)N1CCc2nc3ccccc3c(C)c2CC1. As a reaction SMILES: [C:17]([CH2:18][CH2:19][CH2:20][CH2:21][CH2:22][CH2:23][CH2:24][CH2:25][CH2:26][CH2:27][CH3:28])(=[O:29])[Cl:30].[CH3:1][c:2]1[c:3]2[c:4]([n:5][c:6]3[cH:7][cH:8][cH:9][cH:10][c:11]13)[CH2:12][CH2:13][NH:14][CH2:15][CH2:16]2.[cH:31]1[cH:32][cH:33][n:34][cH:35][cH:36]1>>[CH3:1][c:2]1[c:3]2[c:4]([n:5][c:6]3[cH:7][cH:8][cH:9][cH:10][c:11]13)[CH2:12][CH2:13][N:14]([C:17]([CH2:18][CH2:19][CH2:20][CH2:21][CH2:22][CH2:23][CH2:24][CH2:25][CH2:26][CH2:27][CH3:28])=[O:29])[CH2:15][CH2:16]2. Starting materials: S(O)(O)(=O)=O (sulphuric acid), ester, [Na] (sodium), C(C)N(C1=CC=CC=C1)CCO (N-ethyl-N-β-hydroxyethyl-aniline), [N-]=[N+]=[N-].[Na+] (sodium azide). Product: C(C)N(C1=CC=CC=C1)CCN=[N+]=[N-] (N-ethyl-N-β-azido-ethylaniline). RXN SMILES: S(=O)(=O)(O)O.[Na].[CH2:7]([N:9]([CH2:16][CH2:17]O)[C:10]1[CH:15]=[CH:14][CH:13]=[CH:12][CH:11]=1)[CH3:8].[N-:19]=[N+:20]=[N-:21].[Na+]>>[CH2:7]([N:9]([CH2:16][CH2:17][N:19]=[N+:20]=[N-:21])[C:10]1[CH:15]=[CH:14][CH:13]=[CH:12][CH:11]=1)[CH3:8] |f:3.4,^1:5|. Procedure: The coupling component of Example 25 was prepared by reaction of the sulphuric acid semi-ester (or its sodium salt) of N-ethyl-N-β-hydroxyethyl-aniline with sodium azide to form N-ethyl-N-β-azido-ethylaniline in a two-phase aqueous organic solvent system, for example in water/chlorobenzene, and reaction of the azido compound thus obtained with acetylene.